From a dataset of the Open Reaction Database (ORD), a public repository of structured organic reaction records. describe an organic reaction: reactants, conditions, products, and yield Reactants: C(C1=CC=CC=C1)OC1=C(C=C2C(=NC=NC2=C1)Cl)OC (7-benzyloxy4-chloro-6-methoxyquinazoline), FC1=C(N)C=C(C(=C1)C)OC(=O)OC (2-fluoro-5-methoxycarbonyloxy-4-methylaniline). The solvent is C(C)(C)O (isopropanol). Yields the product C(C1=CC=CC=C1)OC1=C(C=C2C(=NC=NC2=C1)NC1=C(C=C(C(=C1)OC(=O)OC)C)F)OC (7-benzyloxy-4-(2-fluoro-5-methoxycarbonyloxy4-methylanilino)-6-methoxyquinazoline). Isolated yield 83.0%. RXN SMILES: [CH2:1]([O:8][C:9]1[CH:18]=[C:17]2[C:12]([C:13](Cl)=[N:14][CH:15]=[N:16]2)=[CH:11][C:10]=1[O:20][CH3:21])[C:2]1[CH:7]=[CH:6][CH:5]=[CH:4][CH:3]=1.[F:22][C:23]1[CH:29]=[C:28]([CH3:30])[C:27]([O:31][C:32]([O:34][CH3:35])=[O:33])=[CH:26][C:24]=1[NH2:25]>C(O)(C)C>[CH2:1]([O:8][C:9]1[CH:18]=[C:17]2[C:12]([C:13]([NH:25][C:24]3[CH:26]=[C:27]([O:31][C:32]([O:34][CH3:35])=[O:33])[C:28]([CH3:30])=[CH:29][C:23]=3[F:22])=[N:14][CH:15]=[N:16]2)=[CH:11][C:10]=1[O:20][CH3:21])[C:2]1[CH:7]=[CH:6][CH:5]=[CH:4][CH:3]=1. Procedure: A solution of 7-benzyloxy4-chloro-6-methoxyquinazoline (800 mg, 2.6 mmol), (prepared as described for the starting material in Example 4 but with an aqueous work up), and 2-fluoro-5-methoxycarbonyloxy-4-methylaniline (570 mg, 2.89 mmol) in isopropanol (20 ml) was refluxed for 2 hours. After cooling to ambient temperature, the solid was filtered, washed with isopropanol and dried under vacuum to give 7-benzyloxy-4-(2-fluoro-5-methoxycarbonyloxy4-methylanilino)-6-methoxyquinazoline (1.0 g, 77%).